Dataset: the Open Reaction Database (ORD), a public repository of structured organic reaction records. Task: describe an organic reaction: reactants, conditions, products, and yield Starting materials: [OH-].[K+] (potassium hydroxide), CC1=CC=C(C=C1)S(=O)(=O)N(C)N=O (Diazald), C(C)(C)(C)OC(=O)N1C(CCCC1)C(=O)O (piperidine-1,2-dicarboxylic acid 1-tert-butyl ester), C(C)OCCOCCO (2-(2-ethoxyethoxy)ethanol), CC1=CC=C(C=C1)S(=O)(=O)N(C)N=O (Diazald), ClC(=O)OCC(C)C (isobutyl chloroformate), solution, [N+](=[N-])=C (diazomethane), 4g. The solvent is O (water), C(C)OCC (diethyl ether), O1CCCC1 (tetrahydrofuran), C(C)OCC (diethyl ether), C(C)N(CC)CC (triethylamine), C(C)OCC (diethyl ether), C(C)OCC (diethyl ether). Run at temperature -10 celsius, time 30 minute. Yields the product C(C)(C)(C)OC(=O)N1C(CCCC1)C(C=[N+]=[N-])=O (2-(diazoacetyl)piperidine-1-carboxylic acid tert-butyl ester). As a reaction SMILES: [C:1]([O:5][C:6]([N:8]1[CH2:13][CH2:12][CH2:11][CH2:10][CH:9]1[C:14]([OH:16])=O)=[O:7])([CH3:4])([CH3:3])[CH3:2].ClC(OCC(C)C)=O.[N+:25](=[CH2:27])=[N-:26].CC1C=CC(S(N(N=O)C)(=O)=O)=CC=1.[OH-].[K+].C(OCCOCCO)C>O1CCCC1.C(OCC)C.O.C(N(CC)CC)C>[C:1]([O:5][C:6]([N:8]1[CH2:13][CH2:12][CH2:11][CH2:10][CH:9]1[C:14](=[O:16])[CH:27]=[N+:25]=[N-:26])=[O:7])([CH3:2])([CH3:3])[CH3:4] |f:4.5|. Reported procedure: To a solution of piperidine-1,2-dicarboxylic acid 1-tert-butyl ester (3.0 g in a mixture of 26 mL dry tetrahydrofuran and 26 mL dry diethyl ether) at -10° C. was added 1.91 mL of triethylamine followed by the dropwise addition of 1.78 mL isobutyl chloroformate. The reaction was stirred at -10° C. for 30 minutes then warmed to 0° C. Over the next hour, 26 mL of a solution of diazomethane in diethyl ether was added (prepared from: 8.0 g Diazald® in 70 mL diethyl ether; 4g potassium hydroxide; 20 m... Starting materials: BrC=1C=C2C=NNC(C2=CC1)=O (6-Bromophthalazinone), O (Water), [OH-].[K+] (KOH), Cl.C(C)(C)N(CCCl)C(C)C (2-(diisopropylamino)ethyl chloride hydrochloride). Run in CS(=O)C (dimethylsulfoxide). Run at time 18 hour. Product: BrC=1C=C2C=NN(C(C2=CC1)=O)CCN(C(C)C)C(C)C (6-Bromo-2-[2-(diisopropylamino)ethyl]phthalazin-1(2H)-one). As a reaction SMILES: [Br:1][C:2]1[CH:3]=[C:4]2[C:9](=[CH:10][CH:11]=1)[C:8](=[O:12])[NH:7][N:6]=[CH:5]2.[OH-].[K+].Cl.[CH:16]([N:19]([CH:23]([CH3:25])[CH3:24])[CH2:20][CH2:21]Cl)([CH3:18])[CH3:17].O>CS(C)=O>[Br:1][C:2]1[CH:3]=[C:4]2[C:9](=[CH:10][CH:11]=1)[C:8](=[O:12])[N:7]([CH2:21][CH2:20][N:19]([CH:23]([CH3:25])[CH3:24])[CH:16]([CH3:18])[CH3:17])[N:6]=[CH:5]2 |f:1.2,3.4|. Reported procedure: 6-Bromophthalazinone (11.2 gm, 0.05 mole) was slurried in 80 ml dimethylsulfoxide. To this was added 22 ml 45% KOH (0.25 mole). After stirring 10 minutes 16 gm 2-(diisopropylamino)ethyl chloride hydrochloride was added and the mixture stirred for 18 hours. A water bath was used to moderate the slightly exothermic reaction (temperature <=25°). Water (100 ml) was added to the reaction mixture, which was then stirred another hour. The reactants are crude product, CC(C(=O)OC)CC (methyl 2-methylbutyrate), BrCC#N (bromoacetonitrile), C(C)(C)[N-]C(C)C.[Li+] (lithium diisopropylamide). Run in C1CCOC1 (THF). The product is C(#N)CC(C(=O)OC)(CC)C (methyl 2-cyanomethyl-2-methylbutanoate). Yield: 60.8%. RXN SMILES: [CH3:1][CH:2]([CH2:7][CH3:8])[C:3]([O:5][CH3:6])=[O:4].Br[CH2:10][C:11]#[N:12].C([N-]C(C)C)(C)C.[Li+]>C1COCC1>[C:11]([CH2:10][C:2]([CH3:1])([CH2:7][CH3:8])[C:3]([O:5][CH3:6])=[O:4])#[N:12] |f:2.3|. Reported procedure: The reaction of methyl 2-methylbutyrate (13.34 g, 115 mmol) with bromoacetonitrile (16.56 g, 138 mmol) in the presence of lithium diisopropylamide (prepared by treating diisopropylamine (12.78 g, 126.5 mmol) with butyllithium in hexanes (2.5 M, 50.6 mL, 126.5 mmol)) in THF (175 mL), as described above in the preparation of Example 1, gave 16.57 g of the crude product as a dark colored liquid. The crude product was vacuum distilled to give the nitrile (10.85 g, 61%) as a colorless liquid: bp 83-8... Reactants: C(C)N1CCCOC2=C1C=CC(=C2)[N+](=O)[O-] (9-Ethyl-3-nitro-6,7,8,9-tetrahydro-5-oxa-9-aza-benzocycloheptene). The reagents and catalysts are [Pd] (Palladium on Carbon). Solvent: C(C)O (Ethanol). Run at time 2 hour. Yields the product C(C)N1CCCOC2=C1C=CC(=C2)N (9-Ethyl-6,7,8,9-tetrahydro-5-oxa-9-aza-benzocyclohepten-3-ylamine). RXN SMILES: [CH2:1]([N:3]1[C:9]2[CH:10]=[CH:11][C:12]([N+:14]([O-])=O)=[CH:13][C:8]=2[O:7][CH2:6][CH2:5][CH2:4]1)[CH3:2]>[Pd].C(O)C>[CH2:1]([N:3]1[C:9]2[CH:10]=[CH:11][C:12]([NH2:14])=[CH:13][C:8]=2[O:7][CH2:6][CH2:5][CH2:4]1)[CH3:2]. Reported procedure: 9-Ethyl-3-nitro-6,7,8,9-tetrahydro-5-oxa-9-aza-benzocycloheptene (0.865 g, 3.89 mmol) and 10% Palladium on Carbon (50% Wet) (0.400 g) in Ethanol (25 mL) were shaken under an atmosphere of Hydrogen (40 psi). After 2 h, the mixture was filtered through Celite, washing with ethanol. Conc. in vacuo afforded 9-Ethyl-6,7,8,9-tetrahydro-5-oxa-9-aza-benzocyclohepten-3-ylamine in quantitative yield. 1H-NMR (CDCl3): 6.75 (d, 1H, J=8.0 Hz), 6.32 (m, 2H), 4.04 (t, 2H, J=5.4 Hz), 3.43 (s, 2H), 3.09 (m, 4H), ... Reactants: CC(C)N(C)Cc1csc(N)n1, Cc1ccc(N=C=O)cc1Cl, ClCCl. The product is Cc1ccc(NC(=O)Nc2nc(CN(C)C(C)C)cs2)cc1Cl. Reaction SMILES: [CH:1]([CH3:2])([CH3:3])[N:4]([CH3:5])[CH2:6][c:7]1[n:8][c:9]([NH2:12])[s:10][cH:11]1.[Cl:13][c:14]1[cH:15][c:16]([N:21]=[C:22]=[O:23])[cH:17][cH:18][c:19]1[CH3:20].[Cl:24][CH2:25][Cl:26]>>[CH:1]([CH3:2])([CH3:3])[N:4]([CH3:5])[CH2:6][c:7]1[n:8][c:9]([NH:12][C:22]([NH:21][c:16]2[cH:15][c:14]([Cl:13])[c:19]([CH3:20])[cH:18][cH:17]2)=[O:23])[s:10][cH:11]1. Starting materials: C=CC#N, CC(=O)O, CCO, CC(C)COP(C)[O-], [Na]. Product: CC(C)COP(C)(=O)CCC#N. RXN SMILES: [CH2:9]=[CH:10][C:11]#[N:12].[CH3:14][C:15](=[O:16])[OH:17].[CH3:18][CH2:19][OH:20].[CH3:1][P:2]([O:3][CH2:4][CH:5]([CH3:6])[CH3:7])[O-:8].[Na:13]>>[CH3:1][P:2]([O:3][CH2:4][CH:5]([CH3:6])[CH3:7])(=[O:8])[CH2:9][CH2:10][C:11]#[N:12]. Starting materials: C1=C(C2CS2)CCCC1, c1ccccc1. Yields the product C1=C2CCCCC2SC1. As a reaction SMILES: [C:1]1([CH:7]2[S:8][CH2:9]2)=[CH:2][CH2:3][CH2:4][CH2:5][CH2:6]1.[cH:10]1[cH:11][cH:12][cH:13][cH:14][cH:15]1>>[C:1]12=[CH:7][CH2:9][S:8][CH:2]1[CH2:3][CH2:4][CH2:5][CH2:6]2. Reactants: COC(C(CCC(=O)OC)=O)(OC)OC (dimethyl 2-oxoglutarate dimethyl ketal), C(C1=CC=CC=C1)Br (benzyl bromide), CN(P(=O)(N(C)C)N(C)C)C (hexamethylphosphoramide), C(C)(C)NC(C)C (diisopropylamine). Run in O1CCCC1 (tetrahydrofuran), O1CCCC1 (tetrahydrofuran), [Cl-].[NH4+] (ammonium chloride), O1CCCC1 (tetrahydrofuran). Conditions: temperature -78 celsius. Product: COC(C(CC(C(=O)OC)CC1=CC=CC=C1)=O)(OC)OC (dimethyl 4-benzyl-2-oxoglutarate dimethyl ketal). As a reaction SMILES: C(NC(C)C)(C)C.[CH3:8][O:9][C:10]([O:21][CH3:22])([O:19][CH3:20])[C:11](=[O:18])[CH2:12][CH2:13][C:14]([O:16][CH3:17])=[O:15].[CH2:23](Br)[C:24]1[CH:29]=[CH:28][CH:27]=[CH:26][CH:25]=1.CN(C)P(N(C)C)(N(C)C)=O>O1CCCC1.[Cl-].[NH4+]>[CH3:22][O:21][C:10]([O:19][CH3:20])([O:9][CH3:8])[C:11](=[O:18])[CH2:12][CH:13]([CH2:23][C:24]1[CH:29]=[CH:28][CH:27]=[CH:26][CH:25]=1)[C:14]([O:16][CH3:17])=[O:15] |f:5.6|. Procedure: To a solution of 0.98 ml diisopropylamine in 13 ml anhydrous tetrahydrofuran 4.29 ml 1.5M n-butyllithium (in hexane solution) was added under nitrogen gas atmosphere, while stirring the solution at -78° C. After the mixture was stirred for 15 minutes, a solution of 1.18 g dimethyl 2-oxoglutarate dimethyl ketal in 7 ml anhydrous tetrahydrofuran was added over a period of 15 minutes, then the resulting mixture was stirred for 15 minutes. A solution of 0.76 ml benzyl bromide and 0.28 ml hexamethylp...